Dataset: the Open Reaction Database (ORD), a public repository of structured organic reaction records. Task: describe an organic reaction: reactants, conditions, products, and yield Starting materials: CC1(CN(C2=CC(=CC=C12)[N+](=O)[O-])C1CCN(CC1)C)C (3,3-Dimethyl-1-(1-methyl-piperidin-4-yl)-6-nitro-2,3-dihydro-1H-indole). Run in CO (MeOH). Conditions: time 8 hour. Yields the product CC1(CN(C2=CC(=CC=C12)N)C1CCN(CC1)C)C (3,3-dimethyl-1-(1-methyl(4-piperidyl))indoline-6-ylamine). As a reaction SMILES: [CH3:1][C:2]1([CH3:21])[C:10]2[C:5](=[CH:6][C:7]([N+:11]([O-])=O)=[CH:8][CH:9]=2)[N:4]([CH:14]2[CH2:19][CH2:18][N:17]([CH3:20])[CH2:16][CH2:15]2)[CH2:3]1>CO>[CH3:1][C:2]1([CH3:21])[C:10]2[C:5](=[CH:6][C:7]([NH2:11])=[CH:8][CH:9]=2)[N:4]([CH:14]2[CH2:19][CH2:18][N:17]([CH3:20])[CH2:16][CH2:15]2)[CH2:3]1. Reported procedure: 3,3-Dimethyl-1-(1-methyl-piperidin-4-yl)-6-nitro-2,3-dihydro-1H-indole (600 mg, Step E) was dissolved in MeOH (20 mL), the mixture was bubbled with H2 for 10 min. 10% Pd/C (100 mg) was added and the mixture was stirred under H2 overnight. The mixture was filtered through Celite® and concentrated in vacuo to afford the title compound as an oil. MS: 260 (M+1). Calc'd. for C16H25N3—259.39. Run in CO (methanol). Reactants: C([O-])(O)=O.[Na+] (sodium bicarbonate), BrC1=CC(=C(C(=C1)C(F)(F)F)N(C(OCC)=O)CC1=CC(=CC=C1)C(F)(F)F)[N+](=O)[O-] (ethyl 4-bromo-2-nitro-6-(trifluoromethyl)phenyl[3-(trifluoromethyl)benzyl]carbamate), [BH4-].[Na+] (sodium borohydride), Cl (hydrochloric acid). Run at time 10 minute. Product: NC1=C(C(=CC(=C1)Br)C(F)(F)F)N(C(OCC)=O)CC1=CC(=CC=C1)C(F)(F)F (ethyl 2-amino-4-bromo-6-(trifluoromethyl)phenyl[3-(trifluoromethyl)benzyl]carbamate). Procedure: To a solution of ethyl 4-bromo-2-nitro-6-(trifluoromethyl)phenyl[3-(trifluoromethyl)benzyl]carbamate (225.7 mg) and nickel(II) chloride hexahydrate (211.9 mg) in methanol (5 ml) was added sodium borohydride (71.7 mg) in an ice bath. After the mixture was stirred for 10 minutes, 1N hydrochloric acid was added. The mixture was basified with saturated aqueous sodium bicarbonate solution and the mixture was extracted with ethyl acetate. The organic layer was dried over anhydrous magnesium sulfate, a... RXN SMILES: [Br:1][C:2]1[CH:7]=[C:6]([C:8]([F:11])([F:10])[F:9])[C:5]([N:12]([CH2:18][C:19]2[CH:24]=[CH:23][CH:22]=[C:21]([C:25]([F:28])([F:27])[F:26])[CH:20]=2)[C:13](=[O:17])[O:14][CH2:15][CH3:16])=[C:4]([N+:29]([O-])=O)[CH:3]=1.[BH4-].[Na+].Cl.C(=O)(O)[O-].[Na+]>CO.O.O.O.O.O.O.[Ni](Cl)Cl>[NH2:29][C:4]1[CH:3]=[C:2]([Br:1])[CH:7]=[C:6]([C:8]([F:9])([F:10])[F:11])[C:5]=1[N:12]([CH2:18][C:19]1[CH:24]=[CH:23][CH:22]=[C:21]([C:25]([F:28])([F:26])[F:27])[CH:20]=1)[C:13](=[O:17])[O:14][CH2:15][CH3:16] |f:1.2,4.5,7.8.9.10.11.12.13|. The reagents and catalysts are O.O.O.O.O.O.[Ni](Cl)Cl (nickel(II) chloride hexahydrate). Isolated yield 100.4%. The reactants are ClC1=C(C=C(C=C1)OC)C1=CC2=C(N=C(N=N2)N)C(=C1)C (7-(2-chloro-5-methoxy-phenyl)-5-methyl-benzo[1,2,4]triazin-3-ylamine), BrC=1C=C(C=CC1)SCCN1CCCC1 (1-[2-(3-bromo-phenylsulfanyl)-ethyl]-pyrrolidine), CC1(C2=C(C(=CC=C2)P(C3=CC=CC=C3)C4=CC=CC=C4)OC5=C(C=CC=C51)P(C6=CC=CC=C6)C7=CC=CC=C7)C (Xantphos), CC(C)([O-])C.[K+] (potassium-tert-butoxide). The reagents and catalysts are C(C)(=O)[O-].[Pd+2].C(C)(=O)[O-] (palladium acetate). The solvent is O1CCOCC1 (dioxane). Conditions: temperature 100 celsius. Product: ClC1=C(C=C(C=C1)OC)C1=CC2=C(N=C(N=N2)NC2=CC(=CC=C2)SCCN2CCCC2)C(=C1)C ([7-(2-chloro-5-methoxy-phenyl)-5-methyl-benzo[1,2,4]triazin-3-yl]-[3-(2-pyrrolidin-1-yl-ethylsulfanyl)-phenyl]-amine). Isolated yield 74.0%. As a reaction SMILES: [Cl:1][C:2]1[CH:7]=[CH:6][C:5]([O:8][CH3:9])=[CH:4][C:3]=1[C:10]1[CH:20]=[C:19]([CH3:21])[C:13]2[N:14]=[C:15]([NH2:18])[N:16]=[N:17][C:12]=2[CH:11]=1.Br[C:23]1[CH:24]=[C:25]([S:29][CH2:30][CH2:31][N:32]2[CH2:36][CH2:35][CH2:34][CH2:33]2)[CH:26]=[CH:27][CH:28]=1.CC1(C)C2C(=C(P(C3C=CC=CC=3)C3C=CC=CC=3)C=CC=2)OC2C(P(C3C=CC=CC=3)C3C=CC=CC=3)=CC=CC1=2.CC(C)([O-])C.[K+]>O1CCOCC1.C([O-])(=O)C.[Pd+2].C([O-])(=O)C>[Cl:1][C:2]1[CH:7]=[CH:6][C:5]([O:8][CH3:9])=[CH:4][C:3]=1[C:10]1[CH:20]=[C:19]([CH3:21])[C:13]2[N:14]=[C:15]([NH:18][C:23]3[CH:28]=[CH:27][CH:26]=[C:25]([S:29][CH2:30][CH2:31][N:32]4[CH2:33][CH2:34][CH2:35][CH2:36]4)[CH:24]=3)[N:16]=[N:17][C:12]=2[CH:11]=1 |f:3.4,6.7.8|. Procedure details: 7-(2-chloro-5-methoxy-phenyl)-5-methyl-benzo[1,2,4]triazin-3-ylamine (1.0 equiv., 083 mmol), 1-[2-(3-bromo-phenylsulfanyl)-ethyl]-pyrrolidine (1.5 equiv., 1.25 mmol), Xantphos (0.1 equiv., 0.084 mmol), palladium acetate (0.05 equiv., 0.042 mmol), and potassium-tert-butoxide (2.0 equiv., 1.66 mmol) were dissolved in 10 mL of dioxane, and argon was bubbled through the solution. The reaction was run under an argon blanket while refluxing at 100° C. for 18 h. The reaction was then cooled to room tem...